This data is from the Open Reaction Database (ORD), a public repository of structured organic reaction records. The task is: describe an organic reaction: reactants, conditions, products, and yield Starting materials: CN(C1=CC(=C(C=O)C=C1)[N+](=O)[O-])C (4-dimethylamino-2-nitrobenzaldehyde), C(CC(=O)OCC)(=O)OCC (diethyl malonate), N1CCCCC1 (piperidine), C(C)(=O)O (acetic acid). Run in C1(=CC=CC=C1)C (toluene). Conditions: time 1 hour. The product is C(C)OC(C(=CC1=C(C=C(C=C1)N(C)C)[N+](=O)[O-])C(=O)OCC)=O (Ethyl-α-carbethoxy-4-dimethylamino-2-nitrocinnamate). Isolated yield 61.8%. RXN SMILES: [CH3:1][N:2]([CH3:14])[C:3]1[CH:10]=[CH:9][C:6]([CH:7]=O)=[C:5]([N+:11]([O-:13])=[O:12])[CH:4]=1.[C:15]([O:23][CH2:24][CH3:25])(=[O:22])[CH2:16][C:17]([O:19][CH2:20][CH3:21])=[O:18].N1CCCCC1.C(O)(=O)C>C1(C)C=CC=CC=1>[CH2:20]([O:19][C:17](=[O:18])[C:16]([C:15]([O:23][CH2:24][CH3:25])=[O:22])=[CH:7][C:6]1[CH:9]=[CH:10][C:3]([N:2]([CH3:14])[CH3:1])=[CH:4][C:5]=1[N+:11]([O-:13])=[O:12])[CH3:21]. Reported procedure: A mixture of 8.9 grams (g) [50 millimoles (mmol)] of 4-dimethylamino-2-nitrobenzaldehyde [H. Baumann et al, German Pat. No. 2,363,458], 23.7 g (148 mmol) of diethyl malonate, 3.44 g (40.4 mmol) of piperidine and 2.43 g (40.4 mmol) of acetic acid in 400 milliliters (mL) of toluene was refluxed for 16 hours under argon with a Dean Stark trap attached. The solution was cooled to room temperature and washed with 200 mL of 5% aqueous potassium hydroxide (KOH). The organic phase was separated, dried o...